Dataset: the Open Reaction Database (ORD), a public repository of structured organic reaction records. Task: describe an organic reaction: reactants, conditions, products, and yield Reactants: FC1=CC=C(C=C1)C(C(=O)O)C1=CC=C(C=C1)F (bis(4-fluorophenyl)acetic acid), NCCCN1CCC(CC1)C=1C(=CC(=C(C1)NC(C(C)C)=O)F)F (N-{5-[1-(3-aminopropyl)-4-piperidinyl]-2,4-difluorophenyl}-2-methylpropanamide). Product: FC1=CC=C(C=C1)C(C(=O)NCCCN1CCC(CC1)C=1C(=CC(=C(C1)NC(C(C)C)=O)F)F)C1=CC=C(C=C1)F (N-{5-[1-(3-{[bis(4-fluorophenyl)acetyl]amino}propyl)-4-piperidinyl]-2,4-difluorophenyl}-2-methylpropanamide). Reaction SMILES: [F:1][C:2]1[CH:7]=[CH:6][C:5]([CH:8]([C:12]2[CH:17]=[CH:16][C:15]([F:18])=[CH:14][CH:13]=2)[C:9]([OH:11])=O)=[CH:4][CH:3]=1.[NH2:19][CH2:20][CH2:21][CH2:22][N:23]1[CH2:28][CH2:27][CH:26]([C:29]2[C:30]([F:42])=[CH:31][C:32]([F:41])=[C:33]([NH:35][C:36](=[O:40])[CH:37]([CH3:39])[CH3:38])[CH:34]=2)[CH2:25][CH2:24]1>>[F:18][C:15]1[CH:16]=[CH:17][C:12]([CH:8]([C:5]2[CH:4]=[CH:3][C:2]([F:1])=[CH:7][CH:6]=2)[C:9]([NH:19][CH2:20][CH2:21][CH2:22][N:23]2[CH2:24][CH2:25][CH:26]([C:29]3[C:30]([F:42])=[CH:31][C:32]([F:41])=[C:33]([NH:35][C:36](=[O:40])[CH:37]([CH3:39])[CH3:38])[CH:34]=3)[CH2:27][CH2:28]2)=[O:11])=[CH:13][CH:14]=1. Procedure details: Example 165 was prepared from bis(4-fluorophenyl)acetic acid and N-{5-[1-(3-aminopropyl)-4-piperidinyl]-2,4-difluorophenyl}-2-methylpropanamide according to the procedures described in Scheme 10: 1H NMR (400 MHz, CDCl3) δ 8.25 (t, 1 H, J=8.4 Hz), 7.67–7.57 (m, 1 H), 7.51 (s, 1 H), 7.36–7.25 (m, 4 H), 7.03–6.91 (m, 4 H), 6.81 (t, 1 H, J=9.6 Hz), 4.81 (s, 1 H), 3.45–3.31 (m, 2 H), 2.92 (m, 2 H), 2.83–2.67 (m, 1 H), 2.63–2.47 (m, 1 H), 2.47–2.33 (m, 2 H), 2.05–1.90 (m, 2 H), 1.82–1.72 (m, 2 H), 1.7... Reaction SMILES: C(OC([N:8]1[CH2:13][CH2:12][CH:11]([C:14]2[CH:19]=[CH:18][C:17]([C:20]3[CH:28]=[CH:27][C:23]4[O:24][CH2:25][O:26][C:22]=4[CH:21]=3)=[CH:16][N:15]=2)[CH2:10][CH2:9]1)=O)(C)(C)C.C(O)(C(F)(F)F)=O.O.[OH-].[Na+]>C(Cl)Cl>[O:24]1[C:23]2[CH:27]=[CH:28][C:20]([C:17]3[CH:18]=[CH:19][C:14]([CH:11]4[CH2:12][CH2:13][NH:8][CH2:9][CH2:10]4)=[N:15][CH:16]=3)=[CH:21][C:22]=2[O:26][CH2:25]1 |f:3.4|. Solvent: C(Cl)Cl (DCM). Starting materials: C(C)(C)(C)OC(=O)N1CCC(CC1)C1=NC=C(C=C1)C1=CC2=C(OCO2)C=C1 (5-1,3-Benzodioxol-5-yl-3′,4′,5′,6′-tetrahydro-2′H-2,4′-bipyridinyl-1′-carboxylic acid tert-butyl ester), O (Water), [OH-].[Na+] (NaOH), C(=O)(C(F)(F)F)O (TFA). The yield is 81.7%. Reaction conditions: time 2 hour. Procedure details: 5-1,3-Benzodioxol-5-yl-3′,4′,5′,6′-tetrahydro-2′H-2,4′-bipyridinyl-1′-carboxylic acid tert-butyl ester (0.250 g, 0.65 mmol) was dissolved in DCM (12 ml), TFA (3 ml) was added and the reaction mixture was stirred at room temperature for two hours. Water and 1 N NaOH was added, the DCM phase was washed and dried with Na2SO4. Evaporation afforded 150 mg white crystalline compound (81%). Yields the product O1COC2=C1C=CC(=C2)C=2C=CC(=NC2)C2CCNCC2 (5-1,3-Benzodioxol-5-yl-1′,2′,3′,4′,5′,6′-hexahydro-2,4′-bipyridinyl).